This data is from the Open Reaction Database (ORD), a public repository of structured organic reaction records. The task is: describe an organic reaction: reactants, conditions, products, and yield Reactants: C(C)O (ethanol), C1([N+](=O)[O-])=CC([N+](=O)[O-])=CC([N+](=O)[O-])=C1[O-] (picrate), C1([N+](=O)[O-])=CC([N+](=O)[O-])=CC([N+](=O)[O-])=C1O (picric acid). The product is C1NC=CC2=CC=CC=C12 (dihydroisoquinoline), C1([N+](=O)[O-])=CC([N+](=O)[O-])=CC([N+](=O)[O-])=C1[O-] (picrate). The yield is 66.0%. RXN SMILES: [C:1]1([C:15]([O-])=[C:11]([N+]([O-])=O)[CH:10]=[C:6]([N+]([O-])=O)[CH:5]=1)[N+]([O-])=O.[C:17]1([C:31]([OH:32])=[C:27]([N+:28]([O-:30])=[O:29])[CH:26]=[C:22]([N+:23]([O-:25])=[O:24])[CH:21]=1)[N+:18]([O-:20])=[O:19].[CH2:33](O)C>>[CH2:33]1[C:15]2[C:1](=[CH:5][CH:6]=[CH:10][CH:11]=2)[CH:26]=[CH:27][NH:28]1.[C:27]1([C:31]([O-:32])=[C:17]([N+:18]([O-:20])=[O:19])[CH:21]=[C:22]([N+:23]([O-:25])=[O:24])[CH:26]=1)[N+:28]([O-:30])=[O:29]. Procedure details: A solution of N-3,4-dimethoxybenzoyl-2-phenylethylamine (A1) (9.3 g, 0.033 mol) in 550 ml of tetrachloroethane was distilled to remove 75 ml of the solvent. The resulting solution was added in one portion to a cooled solution of P2O5 (44.5 g, 0.31 mol) in hexamethyldisiloxane which had been heated to reflux for 1 h under nitrogen to dissolve the P2O5. The reaction mixture was boiled with stirring under nitrogen for 2.5 h after which an additional 4.5 g (0.031 mol) of P2O5 was added. After 2 h fu... The yield is 115.1%. The reagents and catalysts are [Pd] (palladium on carbon). Yields the product NC=1C=C(C=CC1)S(=O)(=O)N1CCN(CC1)CC1=CC=C(C=C1)C(C(F)(F)F)(C(F)(F)F)O (2-(4-((4-(3-Aminophenylsulfonyl)piperazin-1-yl)methyl)phenyl)-1,1,1,3,3,3-hexafluoropropan-2-ol). Run in C(C)(=O)OCC (ethyl acetate). Conditions: time 1 hour. Procedure details: 1,1,1,3,3,3-Hexafluoro-2-(4-((4-(3-nitrophenylsulfonyl)piperazin-1-yl)methyl)phenyl)propan-2-ol (1.660 mmol, 875.3 mg) and palladium on carbon were combined in ethyl acetate (20 mL). The reaction mixture was hydrogenated at 2 bar pressure for 1 hour. The reaction mixture was filtered through dicalite and concentrated under vacuum to afford the title compound (950.5 mg). As a reaction SMILES: [F:1][C:2]([F:35])([F:34])[C:3]([C:9]1[CH:14]=[CH:13][C:12]([CH2:15][N:16]2[CH2:21][CH2:20][N:19]([S:22]([C:25]3[CH:30]=[CH:29][CH:28]=[C:27]([N+:31]([O-])=O)[CH:26]=3)(=[O:24])=[O:23])[CH2:18][CH2:17]2)=[CH:11][CH:10]=1)([OH:8])[C:4]([F:7])([F:6])[F:5]>[Pd].C(OCC)(=O)C>[NH2:31][C:27]1[CH:26]=[C:25]([S:22]([N:19]2[CH2:18][CH2:17][N:16]([CH2:15][C:12]3[CH:11]=[CH:10][C:9]([C:3]([OH:8])([C:2]([F:35])([F:34])[F:1])[C:4]([F:5])([F:6])[F:7])=[CH:14][CH:13]=3)[CH2:21][CH2:20]2)(=[O:23])=[O:24])[CH:30]=[CH:29][CH:28]=1. Starting materials: FC(C(C(F)(F)F)(O)C1=CC=C(C=C1)CN1CCN(CC1)S(=O)(=O)C1=CC(=CC=C1)[N+](=O)[O-])(F)F (1,1,1,3,3,3-Hexafluoro-2-(4-((4-(3-nitrophenylsulfonyl)piperazin-1-yl)methyl)phenyl)propan-2-ol). The reactants are C(CCC)[SnH](CCCC)CCCC (tri-n-butyl tin hydride), C(CCC)[SnH](CCCC)CCCC (tri-n-butyl tin hydride), C(CCC)[SnH](CCCC)CCCC (tri-n-butyl tin hydride), C(C)(=O)O (acetic acid), C1=CC=CC=2C3=CC=CC=C3C(C12)COC(=O)N[C@@H](CC1=CC=C(C=C1)NC(=O)OCC=C)C(=O)O (N-[(9H-fluoren-9-ylmethoxy)carbonyl]-4-[[(2-propenyloxy)carbonyl]amino]-L-phenylalanine), resin, C(CCC)[SnH](CCCC)CCCC (tri-n-butyl tin hydride), C(C)(=O)O (acetic acid). As a reaction SMILES: [CH:1]1[C:13]2[CH:12]([CH2:14][O:15][C:16]([NH:18][C@H:19]([C:34]([OH:36])=[O:35])[CH2:20][C:21]3[CH:26]=[CH:25][C:24]([NH:27]C(OCC=C)=O)=[CH:23][CH:22]=3)=[O:17])[C:11]3[C:6](=[CH:7][CH:8]=[CH:9][CH:10]=3)[C:5]=2[CH:4]=[CH:3][CH:2]=1.C(O)(=O)C.C([SnH](CCCC)CCCC)CCC>ClCCl.Cl[Pd](Cl)([P](C1C=CC=CC=1)(C1C=CC=CC=1)C1C=CC=CC=1)[P](C1C=CC=CC=1)(C1C=CC=CC=1)C1C=CC=CC=1>[NH2:27][C:24]1[CH:23]=[CH:22][C:21]([CH2:20][C@@H:19]([C:34]([OH:36])=[O:35])[NH:18][C:16]([O:15][CH2:14][CH:12]2[C:11]3[CH:10]=[CH:9][CH:8]=[CH:7][C:6]=3[C:5]3[C:13]2=[CH:1][CH:2]=[CH:3][CH:4]=3)=[O:17])=[CH:26][CH:25]=1 |^1:59,78|. Run at time 30 minute. Yields the product NC1=CC=C(C[C@H](NC(=O)OCC2C3=CC=CC=C3C=3C=CC=CC23)C(=O)O)C=C1 (4-amino-N-[(9H-fluoren-9-ylmethoxy)carbonyl]-L-phenylalanine). Run in ClCCl (dichloromethane), ClCCl (dichloromethane). The reagents and catalysts are Cl[Pd]([P](C1=CC=CC=C1)(C2=CC=CC=C2)C3=CC=CC=C3)([P](C4=CC=CC=C4)(C5=CC=CC=C5)C6=CC=CC=C6)Cl (bis(triphenylphosphine)palladium dichloride), Cl[Pd]([P](C1=CC=CC=C1)(C2=CC=CC=C2)C3=CC=CC=C3)([P](C4=CC=CC=C4)(C5=CC=CC=C5)C6=CC=CC=C6)Cl (bis(triphenylphosphine)palladium dichloride). Procedure details: A 500 mL cylindrical glass vessel equipped with a coarse glass frit was charged with N-[(9H-fluoren-9-ylmethoxy)carbonyl]-4-[[(2-propenyloxy)carbonyl]amino]-L-phenylalanine substituted Wang resin (10 g, 7.5 mmol) obtained from Example 61 and a solution prepared from bis(triphenylphosphine)palladium dichloride (1.6 g, 2.3 mmol) and acetic acid (5 mL, 83 mmol) in dried dichloromethane (150 mL). The resulting mixture was agitated for 30 minutes followed by the addition of tri-n-butyl tin hydride (2... Reactants: C(CCC)(=O)C1C(CC(CC1=O)CC(C)S(=O)CC)=O (2-butyryl-5-(2-ethylsulfinylpropyl)-cyclohexane-1,3-dione), C(C=C)ON (allyloxyamine). The solvent is C(C)O (ethanol). Conditions: time 15 hour. The product is C(C=C)ONC(CCC)=C1C(CC(CC1=O)CC(C)S(=O)CC)=O (2-(1-allyloxyaminobutylidene)-5-(2-ethylsulfinylpropyl)-cyclohexane-1,3-dione). Isolated yield 67.6%. RXN SMILES: [C:1]([CH:6]1[C:11](=[O:12])[CH2:10][CH:9]([CH2:13][CH:14]([S:16]([CH2:18][CH3:19])=[O:17])[CH3:15])[CH2:8][C:7]1=[O:20])(=O)[CH2:2][CH2:3][CH3:4].[CH2:21]([O:24][NH2:25])[CH:22]=[CH2:23]>C(O)C>[CH2:21]([O:24][NH:25][C:1](=[C:6]1[C:11](=[O:12])[CH2:10][CH:9]([CH2:13][CH:14]([S:16]([CH2:18][CH3:19])=[O:17])[CH3:15])[CH2:8][C:7]1=[O:20])[CH2:2][CH2:3][CH3:4])[CH:22]=[CH2:23]. Reported procedure: 6 g of 2-butyryl-5-(2-ethylsulfinylpropyl)-cyclohexane-1,3-dione was dissolved in 30 ml of ethanol. To the solution was added 1.6 g of allyloxyamine and the resulting solution was stirred at room temperature for 15 hours. After completion of the reaction, the reaction solution was treated as in Example 1 to obtain 4.8 g of the desired compound as colorless oily material. The reactants are B(Br)(Br)Br (boron tribromide), CC1(CCC2=CC(=C(C=C12)C=O)OC)C (1,1-dimethyl-5-methoxyindan-6-carboxaldehyde), ice water. Solvent: C(Cl)Cl (methylene chloride). Run at time 1 hour. Yields the product CC1(CCC2=CC(=C(C=C12)C=O)O)C (1,1-dimethyl-5-hydroxyindan-6-carboxaldehyde). Yield: 85.1%. RXN SMILES: [CH3:1][C:2]1([CH3:15])[C:10]2[C:5](=[CH:6][C:7]([O:13]C)=[C:8]([CH:11]=[O:12])[CH:9]=2)[CH2:4][CH2:3]1.B(Br)(Br)Br>C(Cl)Cl>[CH3:1][C:2]1([CH3:15])[C:10]2[C:5](=[CH:6][C:7]([OH:13])=[C:8]([CH:11]=[O:12])[CH:9]=2)[CH2:4][CH2:3]1. Reported procedure: To a solution of 4.25 g (20.8 mmol) of 1,1-dimethyl-5-methoxyindan-6-carboxaldehyde in 25 ml of methylene chloride and cooled in an ice water bath was added 22 ml (22.0 mmol, 1M in methylene chloride) of boron tribromide. After stirring for 1 h, the reaction mixture was poured into 100 ml of ice water The organic phase was dried and evaporated. The residue was chromatographed on silica gel (50 g) using hexane as eluent There was obtained 3.37 g (17.7 mmol, 85%) of 1,1-dimethyl-5-hydroxyindan-6-c... Reaction SMILES: [CH:19]([CH3:20])([CH3:21])[c:22]1[cH:23][cH:24][c:25]([NH2:26])[cH:27][cH:28]1.[N:1]1([S:7](=[O:8])(=[O:9])[c:10]2[cH:11][c:12]([C:13](=[O:14])[OH:15])[cH:16][cH:17][cH:18]2)[CH2:2][CH2:3][CH2:4][CH2:5][CH2:6]1>>[N:1]1([S:7](=[O:8])(=[O:9])[c:10]2[cH:11][c:12]([C:13](=[O:15])[NH:26][c:25]3[cH:24][cH:23][c:22]([CH:19]([CH3:20])[CH3:21])[cH:28][cH:27]3)[cH:16][cH:17][cH:18]2)[CH2:2][CH2:3][CH2:4][CH2:5][CH2:6]1. The product is CC(C)c1ccc(NC(=O)c2cccc(S(=O)(=O)N3CCCCC3)c2)cc1. The reactants are CC(C)c1ccc(N)cc1, O=C(O)c1cccc(S(=O)(=O)N2CCCCC2)c1. Reactants: ClC=1C=C2C(=CC=3N(C2=CC1)C=NN3)C3=CC=CC=C3 (7-chloro-5-phenyl-s-triazolo[4,3-a]quinoline), I(=O)(=O)(=O)[O-].[Na+] (sodium periodate). The reagents and catalysts are [Ru](=O)=O (ruthenium dioxide). Yields the product ClC=1C=CC(=C(C(=O)C2=CC=CC=C2)C1)N1C=NN=C1 (5-chloro-2-(4H-1,2,4-triazol-4-yl)benzophenone). RXN SMILES: [Cl:1][C:2]1[CH:3]=[C:4]2[C:9](=[CH:10][CH:11]=1)[N:8]1[CH:12]=[N:13][N:14]=[C:7]1C=[C:5]2[C:15]1[CH:20]=[CH:19][CH:18]=[CH:17][CH:16]=1.I([O-])(=O)(=O)=[O:22].[Na+]>[Ru](=O)=O>[Cl:1][C:2]1[CH:11]=[CH:10][C:9]([N:8]2[CH:12]=[N:13][N:14]=[CH:7]2)=[C:4]([CH:3]=1)[C:5]([C:15]1[CH:20]=[CH:19][CH:18]=[CH:17][CH:16]=1)=[O:22] |f:1.2|. Procedure details: In the manner given in Example 3, 7-chloro-5-phenyl-s-triazolo[4,3-a]quinoline is oxidized at low temperature with sodium periodate and ruthenium dioxide to give 5-chloro-2-(4H-1,2,4-triazol-4-yl)benzophenone. Yields the product C(=O)(O)CCNC(=O)C1(C2=CC=CC=C2C=2C=CC=CC12)CCCCN1CCN(CC1)C1=NC2=CC=CC=C2C=C1 (9-[4-(4-quinolin-2-yl-piperazin-1-yl)-butyl]-9H-fluorene-9-carboxylic acid-(2-carboxy-ethyl)-amide). Starting materials: COC(=O)CCNC(=O)C1(C2=CC=CC=C2C=2C=CC=CC12)CCCCN1CCN(CC1)C1=NC2=CC=CC=C2C=C1 (9-[4-(4-quinolin-2-yl-piperazin-1-yl)-butyl]-9H-fluorene-9-carboxylic acid-(2-methoxycarbonyl-ethyl)-amide). Reported procedure: A solution of 0.08 g (0.142 mmol) of 9-[4-(4-quinolin-2-yl-piperazin-1-yl)-butyl]-9H-fluorene-9-carboxylic acid-(2-methoxycarbonyl-ethyl)-amide in 2 ml of 2N sodium hydroxide solution and 35 ml of methanol is stirred for 14 hours at ambient temperature. Then the mixture is concentrated by evaporation, diluted with water and adjusted to a pH of 5 with 1N hydrochloric acid. The precipitate formed is filtered off. Reaction SMILES: C[O:2][C:3]([CH2:5][CH2:6][NH:7][C:8]([C:10]1([CH2:23][CH2:24][CH2:25][CH2:26][N:27]2[CH2:32][CH2:31][N:30]([C:33]3[CH:42]=[CH:41][C:40]4[C:35](=[CH:36][CH:37]=[CH:38][CH:39]=4)[N:34]=3)[CH2:29][CH2:28]2)[C:22]2[CH:21]=[CH:20][CH:19]=[CH:18][C:17]=2[C:16]2[C:11]1=[CH:12][CH:13]=[CH:14][CH:15]=2)=[O:9])=[O:4]>[OH-].[Na+].CO>[C:3]([CH2:5][CH2:6][NH:7][C:8]([C:10]1([CH2:23][CH2:24][CH2:25][CH2:26][N:27]2[CH2:28][CH2:29][N:30]([C:33]3[CH:42]=[CH:41][C:40]4[C:35](=[CH:36][CH:37]=[CH:38][CH:39]=4)[N:34]=3)[CH2:31][CH2:32]2)[C:11]2[CH:12]=[CH:13][CH:14]=[CH:15][C:16]=2[C:17]2[C:22]1=[CH:21][CH:20]=[CH:19][CH:18]=2)=[O:9])([OH:4])=[O:2] |f:1.2|. Run in [OH-].[Na+] (sodium hydroxide), CO (methanol). Reactants: [N-]=[N+]=NC1CC(n2cnc(NC(=O)Cc3cccc4ccccc34)c2)C1, C1CCOC1, O, c1ccc(P(c2ccccc2)c2ccccc2)cc1. Product: NC1CC(n2cnc(NC(=O)Cc3cccc4ccccc34)c2)C1. RXN SMILES: [N:1](=[N+:2]=[N-:3])[CH:4]1[CH2:5][CH:6]([n:8]2[cH:9][n:10][c:11]([NH:13][C:14]([CH2:15][c:16]3[cH:17][cH:18][cH:19][c:20]4[cH:21][cH:22][cH:23][cH:24][c:25]34)=[O:26])[cH:12]2)[CH2:7]1.[O:46]1[CH2:47][CH2:48][CH2:49][CH2:50]1.[OH2:51].[c:27]1([P:28]([c:29]2[cH:30][cH:31][cH:32][cH:33][cH:34]2)[c:35]2[cH:36][cH:37][cH:38][cH:39][cH:40]2)[cH:41][cH:42][cH:43][cH:44][cH:45]1>>[NH2:1][CH:4]1[CH2:5][CH:6]([n:8]2[cH:9][n:10][c:11]([NH:13][C:14]([CH2:15][c:16]3[cH:17][cH:18][cH:19][c:20]4[cH:21][cH:22][cH:23][cH:24][c:25]34)=[O:26])[cH:12]2)[CH2:7]1. Starting materials: NC=1C(=NC=CC1)Cl (3-amino-2-chloropyridine), NC1=C(C(=O)C2=C(C=CC=C2)Cl)C=C(C=C1)Cl (2-amino-2',5-dichlorobenzophenone), CO.C1=CC=CC=C1 (methyl alcohol benzene). The solvent is C(Cl)Cl (methylene chloride). Reaction conditions: temperature 190 celsius, time 8 hour. Yields the product NC=1C(=NC=CC1)NC1=C(C=C(C=C1)Cl)C(=O)C1=C(C=CC=C1)Cl ([2-[(3-Amino-2-pyridinyl)amino]-5-chlorophenyl]-(2-chlorophenyl)methanone). Yield: 5.4%. Reaction SMILES: [NH2:1][C:2]1[C:3](Cl)=[N:4][CH:5]=[CH:6][CH:7]=1.[NH2:9][C:10]1[CH:24]=[CH:23][C:22]([Cl:25])=[CH:21][C:11]=1[C:12]([C:14]1[CH:19]=[CH:18][CH:17]=[CH:16][C:15]=1[Cl:20])=[O:13].CO.C1C=CC=CC=1>C(Cl)Cl>[NH2:1][C:2]1[C:3]([NH:9][C:10]2[CH:24]=[CH:23][C:22]([Cl:25])=[CH:21][C:11]=2[C:12]([C:14]2[CH:19]=[CH:18][CH:17]=[CH:16][C:15]=2[Cl:20])=[O:13])=[N:4][CH:5]=[CH:6][CH:7]=1 |f:2.3|. Reported procedure: A stirred mixture of 20.0 g (0.156 mole) of 3-amino-2-chloropyridine and 37.3 g (0.14 mole) of 2-amino-2',5-dichlorobenzophenone was heated at 190° C. under nitrogen atmosphere for 5.5 hr. Thin layer chromatography (5% methyl alcohol-benzene on silica gel) indicated reaction had not substantially occurred. The mixture was stirred overnight at 190° C., cooled somewhat, and 100 ml methylene chloride was added cautiously. The suspension was stirred for two hr and the black solid which formed was se...